From a dataset of the Open Reaction Database (ORD), a public repository of structured organic reaction records. describe an organic reaction: reactants, conditions, products, and yield Reactants: ClC=1C=CC2=C(SC(=C2)S(=O)(=O)N2CC(N(CC2)CC2CCNCC2)=O)C1 (4-(6-chloro-benzo[b]thiophene-2-sulfonyl)-1-piperidin-4-ylmethyl-piperazin-2-one), ClC1=NC=CC(=N1)Cl (2,4-dichloropyrimidine), C(C)(C)N(CC)C(C)C (diisopropylethylamine). The solvent is C(CCC)O (n-butanol). Reaction conditions: temperature 110 celsius. Yields the product ClC=1C=CC2=C(SC(=C2)S(=O)(=O)N2CC(N(CC2)CC2CCN(CC2)C2=NC(=NC=C2)Cl)=O)C1 (4-(6-chloro-benzo[b]thiophene-2-sulfonyl)-1-[1-(2-chloro-pyrimidin-4-yl)-piperidin-4-ylmethyl]-piperazin-2-one). As a reaction SMILES: [Cl:1][C:2]1[CH:3]=[CH:4][C:5]2[CH:9]=[C:8]([S:10]([N:13]3[CH2:18][CH2:17][N:16]([CH2:19][CH:20]4[CH2:25][CH2:24][NH:23][CH2:22][CH2:21]4)[C:15](=[O:26])[CH2:14]3)(=[O:12])=[O:11])[S:7][C:6]=2[CH:27]=1.[Cl:28][C:29]1[N:34]=[C:33](Cl)[CH:32]=[CH:31][N:30]=1.C(N(C(C)C)CC)(C)C>C(O)CCC>[Cl:1][C:2]1[CH:3]=[CH:4][C:5]2[CH:9]=[C:8]([S:10]([N:13]3[CH2:18][CH2:17][N:16]([CH2:19][CH:20]4[CH2:21][CH2:22][N:23]([C:31]5[CH:32]=[CH:33][N:34]=[C:29]([Cl:28])[N:30]=5)[CH2:24][CH2:25]4)[C:15](=[O:26])[CH2:14]3)(=[O:12])=[O:11])[S:7][C:6]=2[CH:27]=1. Reported procedure: To a solution of 4-(6-chloro-benzo[b]thiophene-2-sulfonyl)-1-piperidin-4-ylmethyl-piperazin-2-one (40 mg, 0.094 mmole) in n-butanol (1.0 mL) is added 2,4-dichloropyrimidine (14, 0.094 mmole) and diisopropylethylamine (0.016 mL, 0.094 mmole) and this mixture is heated at 110° C. for 4 hours. The reaction is concentrated and purified by column chromatography (silica, 25% ethyl acetate/dichloromethane) to yield 4-(6-chloro-benzo[b]thiophene-2-sulfonyl)-1-[1-(2-chloro-pyrimidin-4-yl)-piperidin-4-ylm...